Dataset: the Open Reaction Database (ORD), a public repository of structured organic reaction records. Task: describe an organic reaction: reactants, conditions, products, and yield Starting materials: O=C([O-])[O-], C1CCOC1, ClCc1ccccn1, Cl, [K+], [K+], O=[N+]([O-])c1ccc2[nH]ncc2c1, O. Yields the product O=[N+]([O-])c1ccc2c(cnn2Cc2ccccn2)c1. RXN SMILES: [C:22](=[O:23])([O-:24])[O-:25].[CH2:29]1[O:30][CH2:31][CH2:32][CH2:33]1.[Cl:14][CH2:15][c:16]1[n:17][cH:18][cH:19][cH:20][cH:21]1.[ClH:13].[K+:26].[K+:27].[N+:1](=[O:2])([O-:3])[c:4]1[cH:5][c:6]2[cH:7][n:8][nH:9][c:10]2[cH:11][cH:12]1.[OH2:28]>>[N+:1](=[O:2])([O-:3])[c:4]1[cH:5][c:6]2[cH:7][n:8][n:9]([CH2:15][c:16]3[n:17][cH:18][cH:19][cH:20][cH:21]3)[c:10]2[cH:11][cH:12]1. Isolated yield 8.7%. Product: CO[C@H]1[C@@H](O[C@@H]([C@H]1O)CO)N1C(=O)NC(=O)C=C1 (2'-O-methyluridine). Reported procedure: A sample of 3', 5'-di-O-benzoyl-2'-O-methyl-uridine (0.80 g, 17 mmoles) was deprotected in a mixture of methanol (65 ml) and concentrated ammonium hydroxide (35 ml) overnight at room temperature. The solution was allowed to evaporate to an oil in the fume hood. The residue was triturated with ether (100 ml). The resulting solid was rinsed with ether and dried to afford 0.38 g (86%) of 2'-O-methyluridine as a white solid, mp 158°-159° C. (lit. C. Chavis, ibid., mp 156°-159° C.). (DMSO-d6): δ3.34 ... The solvent is CO (methanol). Reaction SMILES: C([O:9][C@@H:10]1[C@@H:14]([CH2:15][O:16]C(=O)C2C=CC=CC=2)[O:13][C@@H:12]([N:25]2[CH:32]=[CH:31][C:29](=[O:30])[NH:28][C:26]2=[O:27])[C@@H:11]1[O:33][CH3:34])(=O)C1C=CC=CC=1.[OH-].[NH4+]>CO>[CH3:34][O:33][C@@H:11]1[C@H:10]([OH:9])[C@@H:14]([CH2:15][OH:16])[O:13][C@H:12]1[N:25]1[CH:32]=[CH:31][C:29](=[O:30])[NH:28][C:26]1=[O:27] |f:1.2|. The reactants are C(C1=CC=CC=C1)(=O)O[C@H]1[C@H]([C@@H](O[C@@H]1COC(C1=CC=CC=C1)=O)N1C(=O)NC(=O)C=C1)OC (3', 5'-di-O-benzoyl-2'-O-methyl-uridine), [OH-].[NH4+] (ammonium hydroxide).